From a dataset of the Open Reaction Database (ORD), a public repository of structured organic reaction records. describe an organic reaction: reactants, conditions, products, and yield The reactants are Cl.COC([C@@H](N)CC1=CC(=C(C=C1)O)C(=O)OC)=O (Racemic 3-(carbomethoxy)tyrosine methyl ester hydrochloride), C1(CCCCC1)N1C(=NC2=C1C=CC(=C2)C(=O)O)C2=COC=C2 (1-Cyclohexyl-2-furan-3-yl-1H-benzoimidazole-5-carboxylic acid). Product: C(=O)(O)C(CC=1C=CC(=C(C(=O)O)C1)O)NC(=O)C1=CC2=C(N(C(=N2)C2=COC=C2)C2CCCCC2)C=C1 (Racemic 5-(2-Carboxy-2-{[1-(1-cyclohexyl-2-furan-3-yl-1H-benzimidazol-5-yl)-methanoyl]-amino}-ethyl)-2-hydroxy-benzoic acid). Reaction SMILES: Cl.C[O:3][C:4](=[O:19])[C@H:5]([CH2:7][C:8]1[CH:13]=[CH:12][C:11]([OH:14])=[C:10]([C:15]([O:17]C)=[O:16])[CH:9]=1)[NH2:6].[CH:20]1([N:26]2[C:30]3[CH:31]=[CH:32][C:33]([C:35](O)=[O:36])=[CH:34][C:29]=3[N:28]=[C:27]2[C:38]2[CH:42]=[CH:41][O:40][CH:39]=2)[CH2:25][CH2:24][CH2:23][CH2:22][CH2:21]1>>[C:4]([CH:5]([NH:6][C:35]([C:33]1[CH:32]=[CH:31][C:30]2[N:26]([CH:20]3[CH2:25][CH2:24][CH2:23][CH2:22][CH2:21]3)[C:27]([C:38]3[CH:42]=[CH:41][O:40][CH:39]=3)=[N:28][C:29]=2[CH:34]=1)=[O:36])[CH2:7][C:8]1[CH:13]=[CH:12][C:11]([OH:14])=[C:10]([CH:9]=1)[C:15]([OH:17])=[O:16])([OH:3])=[O:19] |f:0.1|. Reported procedure: Racemic 3-(carbomethoxy)tyrosine methyl ester hydrochloride (example 119) was coupled to the carboxylic acid of example 2 in the usual manner and saponified to give the tile compound of example 121. Starting materials: N#N (N2), C1OC2CC3=CC[C@H]4[C@@H]5CC6C([C@@]5(C)CC[C@@H]4[C@]3(CC2OC1)C=O)OCCO6 (3,17-bis(ethylenedioxy)-5-androsten-19-al), enolate, C[Si](C)(C)[N-][Si](C)(C)C.[Li+] (lithium bis(trimethylsilyl)amide), C(C)(=O)OCC (ethyl acetate). Run in C(=O)=O.CC(=O)C (dry ice acetone), O1CCCC1 (tetrahydrofuran), C(=O)=O.CC(=O)C (dry ice acetone). Reaction conditions: temperature -78 celsius, time 30 minute. Product: C1OC2CC3=CC[C@H]4[C@@H]5CC6C([C@@]5(C)CC[C@@H]4[C@]3(CC2OC1)C(O)CC(=O)OCC)OCCO6 (3,17-Bis(ethylenedioxy)-19-ethoxycarbonylmethyl-19-hydroxy-5-androstene). Reaction SMILES: N#N.C[Si]([N-][Si](C)(C)C)(C)C.[Li+].[C:13]([O:16][CH2:17][CH3:18])(=[O:15])[CH3:14].[CH2:19]1[CH2:40][O:39][CH:38]2[CH:21]([CH2:22][C:23]3[C@:36]([CH:41]=[O:42])([CH2:37]2)[C@@H:35]2[C@H:26]([C@H:27]4[C@@:31]([CH2:33][CH2:34]2)([CH3:32])[CH:30]2[O:43][CH2:44][CH2:45][O:46][CH:29]2[CH2:28]4)[CH2:25][CH:24]=3)[O:20]1>C(=O)=O.CC(C)=O.O1CCCC1>[CH2:19]1[CH2:40][O:39][CH:38]2[CH:21]([CH2:22][C:23]3[C@:36]([CH:41]([CH2:14][C:13]([O:16][CH2:17][CH3:18])=[O:15])[OH:42])([CH2:37]2)[C@@H:35]2[C@H:26]([C@H:27]4[C@@:31]([CH2:33][CH2:34]2)([CH3:32])[CH:30]2[O:43][CH2:44][CH2:45][O:46][CH:29]2[CH2:28]4)[CH2:25][CH:24]=3)[O:20]1 |f:1.2,5.6|. Reported procedure: A 50 mL 2-neck flask equipped with a rubber septum, magnetic stirring bar and N2 inlet was charged with lithium bis(trimethylsilyl)amide (12.9 mL of 1.0M solution, 12.9 mmol). The solution was cooled to -78° C. under N2 in dry ice-acetone bath and anhydrous ethyl acetate (1.2 mL, 12.9 mmol) was added dropwise from a syringe. The reaction was stirred at -78° C. for 30 minutes and then a solution of 3,17-bis(ethylenedioxy)-5-androsten-19-al (1 g, 2.58 mmol) (Lovett, J. A. et al., 1984, J. Med. Che...